Dataset: the Open Reaction Database (ORD), a public repository of structured organic reaction records. Task: describe an organic reaction: reactants, conditions, products, and yield Product: O=[N+]([O-])c1ccc(Oc2ccc3cn[nH]c3c2)cc1Cl. Reaction SMILES: [Cl:1][c:2]1[c:3]([N+:9](=[O:10])[O-:11])[cH:4][cH:5][c:6]([F:8])[cH:7]1.[K+:22].[K+:23].[O-:24][C:25]([O-:26])=[O:27].[O:29]=[CH:30][N:31]([CH3:32])[CH3:33].[OH2:28].[OH:12][c:13]1[cH:14][cH:15][c:16]2[cH:17][n:18][nH:19][c:20]2[cH:21]1>>[Cl:1][c:2]1[c:3]([N+:9](=[O:10])[O-:11])[cH:4][cH:5][c:6]([O:12][c:13]2[cH:14][cH:15][c:16]3[cH:17][n:18][nH:19][c:20]3[cH:21]2)[cH:7]1. Reactants: O=[N+]([O-])c1ccc(F)cc1Cl, [K+], [K+], O=C([O-])[O-], CN(C)C=O, O, Oc1ccc2cn[nH]c2c1. The reactants are NCc1ccccc1, O=C(O)CCC(=O)c1ccc(CCCCN2CCN(c3cccc(C(F)(F)F)c3)CC2)cc1. Product: O=C1CCC(c2ccc(CCCCN3CCN(c4cccc(C(F)(F)F)c4)CC3)cc2)N1Cc1ccccc1. RXN SMILES: [NH2:34][CH2:35][c:36]1[cH:37][cH:38][cH:39][cH:40][cH:41]1.[O:1]=[C:2]([CH2:3][CH2:4][C:5](=[O:6])[OH:7])[c:8]1[cH:9][cH:10][c:11]([CH2:14][CH2:15][CH2:16][CH2:17][N:18]2[CH2:19][CH2:20][N:21]([c:24]3[cH:25][c:26]([C:30]([F:31])([F:32])[F:33])[cH:27][cH:28][cH:29]3)[CH2:22][CH2:23]2)[cH:12][cH:13]1>>[CH:2]1([c:8]2[cH:9][cH:10][c:11]([CH2:14][CH2:15][CH2:16][CH2:17][N:18]3[CH2:19][CH2:20][N:21]([c:24]4[cH:25][c:26]([C:30]([F:31])([F:32])[F:33])[cH:27][cH:28][cH:29]4)[CH2:22][CH2:23]3)[cH:12][cH:13]2)[CH2:3][CH2:4][C:5](=[O:6])[N:34]1[CH2:35][c:36]1[cH:37][cH:38][cH:39][cH:40][cH:41]1. Reactants: CC1(C)CC(=O)c2ccc(Br)cc2O1, CC(C)(C)[Mg+], [Cl-]. Product: CC1(C)C=C(C(C)(C)C)c2ccc(Br)cc2O1. RXN SMILES: [Br:1][c:2]1[cH:3][cH:4][c:5]2[c:10]([cH:11]1)[O:9][C:8]([CH3:12])([CH3:13])[CH2:7][C:6]2=[O:14].[C:16]([CH3:17])([CH3:18])([CH3:19])[Mg+:20].[Cl-:15]>>[Br:1][c:2]1[cH:3][cH:4][c:5]2[c:10]([cH:11]1)[O:9][C:8]([CH3:12])([CH3:13])[CH:7]=[C:6]2[C:16]([CH3:17])([CH3:18])[CH3:19]. Reactants: FC(C(=O)[O-])(F)F (trifluoroacetate), FC(C(=O)[O-])(F)F (trifluoroacetate), NC1(C=2C=CC(=CC2CCC1)C(=O)OC)C=1SC(=CN1)C1=NC(=CC(=C1)C)NC1=NC=CC(=C1)C(F)(F)F (methyl 5-amino-5-(5-(4-methyl-6-((4-(trifluoromethyl)pyridin-2-yl)amino)pyridin-2-yl)thiazol-2-yl)-5,6,7,8-tetrahydronaphthalene-2-carboxylate), [OH-].[Na+] (sodium hydroxide). The solvent is CCO (EtOH). Run at temperature 70 celsius, time 45 minute. Yields the product NC1(C=2C=CC(=CC2CCC1)C(=O)O)C=1SC(=CN1)C1=NC(=CC(=C1)C)NC1=NC=CC(=C1)C(F)(F)F (5-amino-5-(5-(4-methyl-6-((4-(trifluoromethyl)pyridine-2-yl)amino)pyridine-2-yl)thiazol-2-yl)-5,6,7,8-tetrahydronaphthalene-2-carboxylic acid). Isolated yield 30.2%. As a reaction SMILES: FC(F)(F)C([O-])=O.[NH2:8][C:9]1([C:23]2[S:24][C:25]([C:28]3[CH:33]=[C:32]([CH3:34])[CH:31]=[C:30]([NH:35][C:36]4[CH:41]=[C:40]([C:42]([F:45])([F:44])[F:43])[CH:39]=[CH:38][N:37]=4)[N:29]=3)=[CH:26][N:27]=2)[CH2:18][CH2:17][CH2:16][C:15]2[CH:14]=[C:13]([C:19]([O:21]C)=[O:20])[CH:12]=[CH:11][C:10]1=2.[OH-].[Na+]>CCO>[NH2:8][C:9]1([C:23]2[S:24][C:25]([C:28]3[CH:33]=[C:32]([CH3:34])[CH:31]=[C:30]([NH:35][C:36]4[CH:41]=[C:40]([C:42]([F:43])([F:45])[F:44])[CH:39]=[CH:38][N:37]=4)[N:29]=3)=[CH:26][N:27]=2)[CH2:18][CH2:17][CH2:16][C:15]2[CH:14]=[C:13]([C:19]([OH:21])=[O:20])[CH:12]=[CH:11][C:10]1=2 |f:2.3|. Procedure: To a solution of the trifluoroacetate salt of methyl 5-amino-5-(5-(4-methyl-6-((4-(trifluoromethyl)pyridin-2-yl)amino)pyridin-2-yl)thiazol-2-yl)-5,6,7,8-tetrahydronaphthalene-2-carboxylate (30 mg, 0.056 mmol) in EtOH (2 mL) was added sodium hydroxide (1 mL, 2.000 mmol) and the mixture was stirred at 70° C. for 45 min. The organic solvent was then removed under reduced pressure, and the residue was diluted with water, neutralized with 2N HCl (˜1 mL), then extracted with EtOAc, dried over Na2SO4, ...